From a dataset of the Open Reaction Database (ORD), a public repository of structured organic reaction records. describe an organic reaction: reactants, conditions, products, and yield Reactants: CC(C)C[AlH]CC(C)C (DIBAL-H), COC(=O)CSSCCCCCCCC (MeOC(O)CH2SSC8H17), O (H2O). Solvent: C(C)OCC (diethyl ether). Run at temperature -78 celsius, time 45 minute. Product: C(=O)CSSCCCCCCCC (HC(O)CH2SSC8H17). The yield is 97.0%. RXN SMILES: C[O:2][C:3]([CH2:5][S:6][S:7][CH2:8][CH2:9][CH2:10][CH2:11][CH2:12][CH2:13][CH2:14][CH3:15])=O.CC(C[AlH]CC(C)C)C.O>C(OCC)C>[CH:3]([CH2:5][S:6][S:7][CH2:8][CH2:9][CH2:10][CH2:11][CH2:12][CH2:13][CH2:14][CH3:15])=[O:2]. Procedure details: MeOC(O)CH2SSC8H17 (1.85 g, 7.39 mmol) was dissolved in dry diethyl ether (40 mL) in a N2 purged flask. The solution was cooled to −78° C., and DIBAL-H (8.87 mL, 1.0 M in cyclohexane, 8.87 mmol) was added to the cold solution dropwise via syringe. The reaction was stirred at −78° C. for 1 h 45 min, after which H2O (5 mL) was added, the cold bath removed and the solution was allowed to slowly warm to room temperature. Additional diethyl ether (60 mL) was added, and the organic phase was washed wit... Starting materials: ClCCCl, COc1ccccc1NC(=O)CC(=O)O, Nc1ccc(Oc2ccnc3cc(-c4ccc(CN5CCCC5)cc4)sc23)c(F)c1, CN(C)C=O, On1nnc2ccccc21. Product: COc1ccccc1NC(=O)CC(=O)Nc1ccc(Oc2ccnc3cc(-c4ccc(CN5CCCC5)cc4)sc23)c(F)c1. RXN SMILES: [CH2:56]([Cl:57])[CH2:58][Cl:59].[CH3:31][O:32][c:33]1[c:34]([NH:39][C:40]([CH2:41][C:42](=[O:43])[OH:44])=[O:45])[cH:35][cH:36][cH:37][cH:38]1.[F:1][c:2]1[cH:3][c:4]([NH2:30])[cH:5][cH:6][c:7]1[O:8][c:9]1[c:10]2[c:11]([n:12][cH:13][cH:14]1)[cH:15][c:16](-[c:18]1[cH:19][cH:20][c:21]([CH2:24][N:25]3[CH2:26][CH2:27][CH2:28][CH2:29]3)[cH:22][cH:23]1)[s:17]2.[O:60]=[CH:61][N:62]([CH3:63])[CH3:64].[OH:46][n:47]1[c:48]2[c:49]([cH:50][cH:51][cH:52][cH:53]2)[n:54][n:55]1>>[F:1][c:2]1[cH:3][c:4]([NH:30][C:42]([CH2:41][C:40]([NH:39][c:34]2[c:33]([O:32][CH3:31])[cH:38][cH:37][cH:36][cH:35]2)=[O:45])=[O:43])[cH:5][cH:6][c:7]1[O:8][c:9]1[c:10]2[c:11]([n:12][cH:13][cH:14]1)[cH:15][c:16](-[c:18]1[cH:19][cH:20][c:21]([CH2:24][N:25]3[CH2:26][CH2:27][CH2:28][CH2:29]3)[cH:22][cH:23]1)[s:17]2. Yields the product Compound 108, N1(N=CN=C1)CC(=O)N1[C@@H](C[C@H](C1)CC1=C(C=C(C=C1F)F)F)C(=O)NC1=CC=C(C=C1)OC1=CC=C(C=C1)F ((2S,4R)-1-(2-(1H-1,2,4-triazol-1-yl)acetyl)-N-(4-(4-fluorophenoxy)phenyl)-4-(2,4,6-trifluorobenzyl)pyrrolidine-2-carboxamide). Procedure: Proceeding as in Example 1, but substituting 2-(1H-1,2,4-triazol-1-yl)acetic acid and (2S,4R)—N-(4-(4-fluorophenoxy)phenyl)-4-(2,4,6-trifluorobenzyl)pyrrolidine-2-carboxamide, gave Compound 108, (2S,4R)-1-(2-(1H-1,2,4-triazol-1-yl)acetyl)-N-(4-(4-fluorophenoxy)phenyl)-4-(2,4,6-trifluorobenzyl)pyrrolidine-2-carboxamide. Major isomer: 1H-NMR (400 MHz, CDCl3): δ 8.96 (s, 1H), 8.32 (s, 1H), 8.12 (s, 1H), 7.38 (d, 2H), 7.03-6.85 (m, 6H), 6.73-6.64 (m, 2H), 5.08 (d, 1H), 5.02 (d, 1H), 4.76 (d, 1H), 3.... Reactants: N1(N=CN=C1)CC(=O)O (2-(1H-1,2,4-triazol-1-yl)acetic acid), FC1=CC=C(OC2=CC=C(C=C2)NC(=O)[C@H]2NC[C@@H](C2)CC2=C(C=C(C=C2F)F)F)C=C1 ((2S,4R)—N-(4-(4-fluorophenoxy)phenyl)-4-(2,4,6-trifluorobenzyl)pyrrolidine-2-carboxamide). As a reaction SMILES: [N:1]1([CH2:6][C:7]([OH:9])=O)[CH:5]=[N:4][CH:3]=[N:2]1.[F:10][C:11]1[CH:41]=[CH:40][C:14]([O:15][C:16]2[CH:21]=[CH:20][C:19]([NH:22][C:23]([C@@H:25]3[CH2:29][C@@H:28]([CH2:30][C:31]4[C:36]([F:37])=[CH:35][C:34]([F:38])=[CH:33][C:32]=4[F:39])[CH2:27][NH:26]3)=[O:24])=[CH:18][CH:17]=2)=[CH:13][CH:12]=1>>[N:1]1([CH2:6][C:7]([N:26]2[CH2:27][C@H:28]([CH2:30][C:31]3[C:36]([F:37])=[CH:35][C:34]([F:38])=[CH:33][C:32]=3[F:39])[CH2:29][C@H:25]2[C:23]([NH:22][C:19]2[CH:18]=[CH:17][C:16]([O:15][C:14]3[CH:13]=[CH:12][C:11]([F:10])=[CH:41][CH:40]=3)=[CH:21][CH:20]=2)=[O:24])=[O:9])[CH:5]=[N:4][CH:3]=[N:2]1. Starting materials: C(C)(=O)C(=CS(=O)(=O)N(C)CCOC)C1=CC(=CC=C1)[N+](=O)[O-] (α-acetyl-N-(2-methoxyethyl)-N-methyl-3-nitrostyrenesulfonamide), C(CC)OCCOC(\C=C(\C)/N)=O (3-aminocrotonic acid 2-propoxyethyl ester), C(C)(C)O (isopropanol). Yields the product C(CC)OCCOC(C1=C(NC(=C(C1C1=CC(=CC=C1)[N+](=O)[O-])S(N(C)CCOC)(=O)=O)C)C)=O (1,4-dihydro-2,6-dimethyl-5-[(2-methoxyethyl)methylsulfamoyl]-4-(3-nitrophenyl)nicotinic acid 2-propoxyethyl ester). Isolated yield 47.0%. RXN SMILES: C([C:4]([C:15]1[CH:20]=[CH:19][CH:18]=[C:17]([N+:21]([O-:23])=[O:22])[CH:16]=1)=[CH:5][S:6]([N:9]([CH2:11][CH2:12][O:13][CH3:14])[CH3:10])(=[O:8])=[O:7])(=O)C.[CH2:24]([O:27][CH2:28][CH2:29][O:30][C:31](=[O:36])/[CH:32]=[C:33](\[NH2:35])/[CH3:34])[CH2:25][CH3:26].[CH:37](O)(C)[CH3:38]>>[CH2:24]([O:27][CH2:28][CH2:29][O:30][C:31](=[O:36])[C:32]1[CH:4]([C:15]2[CH:20]=[CH:19][CH:18]=[C:17]([N+:21]([O-:23])=[O:22])[CH:16]=2)[C:5]([S:6](=[O:7])(=[O:8])[N:9]([CH2:11][CH2:12][O:13][CH3:14])[CH3:10])=[C:37]([CH3:38])[NH:35][C:33]=1[CH3:34])[CH2:25][CH3:26]. Reported procedure: A solution of 3.42 g (0.01 mol) of α-acetyl-N-(2-methoxyethyl)-N-methyl-3-nitrostyrenesulfonamide and 1.87 g (0.01 mol) of 3-aminocrotonic acid 2-propoxyethyl ester in 15 ml of isopropanol is heated to reflux for 2 hours, thereupon treated with 1.0 g of Amberlyst® 15 as the catalyst and then heated to reflux for an additional 30 minutes. After concentration under reduced pressure the oily residue is dissolved in methylene chloride, the catalyst remaining behind is removed by filtration under suc...